From a dataset of the Open Reaction Database (ORD), a public repository of structured organic reaction records. describe an organic reaction: reactants, conditions, products, and yield The reactants are COC=1C=C(C=CC1OC)CCC1=CC=C(C=C1)N (4-[2-(3,4-dimethoxy-phenyl)-ethyl]phenylamine), ClC1=C(C(=O)O)C=CC=C1 (2-chlorobenzoic acid), C([O-])([O-])=O.[K+].[K+] (potassium carbonate). Reagents/catalysts: [Cu] (copper), [Cu]Cl (copper(I) chloride). The solvent is CN(C)C=O (DMF). The product is COC=1C=C(C=CC1OC)CCC1=CC=C(C=C1)NC1=C(C(=O)O)C=CC=C1 (2-{4-[2-(3,4-Dimethoxy-phenyl)-ethyl]-phenylamino}benzoic acid). The yield is 33.3%. RXN SMILES: [CH3:1][O:2][C:3]1[CH:4]=[C:5]([CH2:11][CH2:12][C:13]2[CH:18]=[CH:17][C:16]([NH2:19])=[CH:15][CH:14]=2)[CH:6]=[CH:7][C:8]=1[O:9][CH3:10].Cl[C:21]1[CH:29]=[CH:28][CH:27]=[CH:26][C:22]=1[C:23]([OH:25])=[O:24].C(=O)([O-])[O-].[K+].[K+]>CN(C=O)C.[Cu].[Cu]Cl>[CH3:1][O:2][C:3]1[CH:4]=[C:5]([CH2:11][CH2:12][C:13]2[CH:14]=[CH:15][C:16]([NH:19][C:21]3[CH:29]=[CH:28][CH:27]=[CH:26][C:22]=3[C:23]([OH:25])=[O:24])=[CH:17][CH:18]=2)[CH:6]=[CH:7][C:8]=1[O:9][CH3:10] |f:2.3.4|. Reported procedure: The title compound was prepared from 4-[2-(3,4-dimethoxy-phenyl)-ethyl]phenylamine (9.25 g, 0.036 mol), 2-chlorobenzoic acid (5.2 g, 0.036 mol), anhydrous potassium carbonate (15.0 g, 0.11 mol), copper powder (0.45 g, 0.007 mol), and a catalytic amount of copper(I) chloride in dry DMF (75 mL) using the procedure described in Example 1, Step C, Method B. After crystallization with MeOH/H2O, 4.5 g (0.012 mol, 33%) of the desired product was obtained mp: 137-139° C. Reactants: O=S(=O)(Cl)c1ccccc1Cl, Cl, COc1ccc(C(=O)Nc2ccccc2)cc1N, O, c1ccncc1. Product: COc1ccc(C(=O)Nc2ccccc2)cc1NS(=O)(=O)c1ccccc1Cl. RXN SMILES: [Cl:25][c:26]1[c:27]([S:32](=[O:33])(=[O:34])[Cl:35])[cH:28][cH:29][cH:30][cH:31]1.[ClH:36].[NH2:7][c:8]1[cH:9][c:10]([C:11](=[O:12])[NH:13][c:14]2[cH:15][cH:16][cH:17][cH:18][cH:19]2)[cH:20][cH:21][c:22]1[O:23][CH3:24].[OH2:37].[cH:1]1[cH:2][cH:3][n:4][cH:5][cH:6]1>>[NH:7]([c:8]1[cH:9][c:10]([C:11](=[O:12])[NH:13][c:14]2[cH:15][cH:16][cH:17][cH:18][cH:19]2)[cH:20][cH:21][c:22]1[O:23][CH3:24])[S:32]([c:27]1[c:26]([Cl:25])[cH:31][cH:30][cH:29][cH:28]1)(=[O:33])=[O:34]. Reactants: O=C([O-])C(=O)[O-], ClCCNCCc1ccccc1, COc1ccc2c(c1)C(C)C(=O)CC2, [H-], [Na+], c1ccccc1. The product is O=C(O)C(=O)O, COc1ccc2c(c1)C(C)(CCNCCc1ccccc1)C(=O)CC2. Reaction SMILES: [C:29]([C:30](=[O:31])[O-:32])(=[O:33])[O-:34].[CH2:17]([c:18]1[cH:19][cH:20][cH:21][cH:22][cH:23]1)[CH2:24][NH:25][CH2:26][CH2:27][Cl:28].[CH3:1][O:2][c:3]1[cH:4][cH:5][c:6]2[c:11]([cH:12]1)[CH:10]([CH3:13])[C:9](=[O:14])[CH2:8][CH2:7]2.[H-:15].[Na+:16].[cH:35]1[cH:36][cH:37][cH:38][cH:39][cH:40]1>>[C:29]([C:30](=[O:31])[OH:32])(=[O:33])[OH:34].[CH3:1][O:2][c:3]1[cH:4][cH:5][c:6]2[c:11]([cH:12]1)[C:10]([CH3:13])([CH2:27][CH2:26][NH:25][CH2:24][CH2:17][c:18]1[cH:19][cH:20][cH:21][cH:22][cH:23]1)[C:9](=[O:14])[CH2:8][CH2:7]2. The reactants are CCO, CC=O, COc1ccc(N)c(S(N)(=O)=O)c1. The product is COc1ccc2c(c1)S(=O)(=O)NC(C)N2. As a reaction SMILES: [CH3:17][CH2:18][OH:19].[CH:1]([CH3:2])=[O:3].[NH2:4][c:5]1[c:6]([S:13](=[O:14])(=[O:15])[NH2:16])[cH:7][c:8]([O:11][CH3:12])[cH:9][cH:10]1>>[CH:1]1([CH3:2])[NH:4][c:5]2[c:6]([cH:7][c:8]([O:11][CH3:12])[cH:9][cH:10]2)[S:13](=[O:14])(=[O:15])[NH:16]1. Starting materials: BrC(C(=O)O)CCBr (2,4-Dibromobutanoic acid), crude product, OS(=O)(=O)O (H2SO4), CC(C)(C)O (2-Methylpropan-2-ol), boron anhydride, C(=O)([O-])[O-].[Na+].[Na+] (Na2CO3). The solvent is C(Cl)Cl (DCM). Run at temperature 27.5 celsius. Yields the product BrC(C(=O)OC(C)(C)C)CCBr (tert-butyl 2,4-dibromobutanoate). The yield is 39.0%. As a reaction SMILES: [Br:1][CH:2]([CH2:6][CH2:7][Br:8])[C:3]([OH:5])=[O:4].[CH3:9][C:10](O)([CH3:12])[CH3:11].OS(O)(=O)=O.C([O-])([O-])=O.[Na+].[Na+]>C(Cl)Cl>[Br:1][CH:2]([CH2:6][CH2:7][Br:8])[C:3]([O:5][C:10]([CH3:12])([CH3:11])[CH3:9])=[O:4] |f:3.4.5|. Procedure details: 2,4-Dibromobutanoic acid (the crude product from above) dissolved in DCM (10 L) in a 50 L-reactor. 2-Methylpropan-2-ol (12000 g, 162.16 mol) and boron anhydride (8000 g, 114.29 mol) were added to the above solution. 1680 g of H2SO4 was added dropwise to the above solution under N2 (gas) while maintaining the temperature at room temperature (25-30° C.). The mixture was allowed to react for 24 h at room temperature. Then 15 L aqueous Na2CO3 (sat.) was added to quench the reaction. The organic phas... The reactants are C(C)(C)C1(SC=CN1)CCC(=O)OC (methyl 3-(2-isopropyl-4-thiazolinyl)propanoate), [Mg] (magnesium), (E)-ethyl 3-(2-isopropyl-4-thiazolyl) propenoate, CO (methanol), C1CCOC1 (THF), [Mg] (magnesium). The product is C(C)(C)C=1SC=C(N1)CCC(=O)OC (Methyl 3-(2-Isopropyl-4-thiazolyl)propanoate). RXN SMILES: C[OH:2].[Mg].[CH:4]([C:7]1(CCC(OC)=O)[NH:11][CH:10]=[CH:9][S:8]1)([CH3:6])[CH3:5].[CH2:18]1[CH2:22][O:21][CH2:20][CH2:19]1>>[CH:4]([C:7]1[S:8][CH:9]=[C:10]([CH2:18][CH2:19][C:20]([O:21][CH3:22])=[O:2])[N:11]=1)([CH3:5])[CH3:6]. Procedure: A solution of 225 mg (1 mmol) of (E)-ethyl 3-(2-isopropyl-4-thiazolyl) propenoate in 10 ml of freshly distilled (from calcium hydride) methanol and 1 ml of dry THF was treated with 49 mg (2 mmol) of magnesium turnings. The mixture was stirred for 20 min, during which the magnesium was consumed. The resulting solution was poured over cold aqueous HCl, basified to pH 8 with NaHCO3, extracted with ethyl acetate, dried over Na2SO4, and concentrated. Silica gel chromatography using 10% ethyl acetate ... Reactants: BrC1=C(C=C(C=C1)[N+](=O)[O-])OC (2-Bromo-5-nitroanisole), N1CCCCC1 (piperidine). Run in O (Water). Yields the product COC1=C(C=CC(=C1)[N+](=O)[O-])N1CCCCC1 (1-(2-Methoxy-4-nitro-phenyl)-piperidine). As a reaction SMILES: Br[C:2]1[CH:7]=[CH:6][C:5]([N+:8]([O-:10])=[O:9])=[CH:4][C:3]=1[O:11][CH3:12].[NH:13]1[CH2:18][CH2:17][CH2:16][CH2:15][CH2:14]1>O>[CH3:12][O:11][C:3]1[CH:4]=[C:5]([N+:8]([O-:10])=[O:9])[CH:6]=[CH:7][C:2]=1[N:13]1[CH2:18][CH2:17][CH2:16][CH2:15][CH2:14]1. Procedure: 2-Bromo-5-nitroanisole (5.0 g, 21.5 mmol) and piperidine (8.5 ml) is stirred for 5 h at 105° C. under N2-atmosphere. Water (80 ml) is added and the mixture is extracted twice with CH2Cl2 (2×80 ml). The organic phases are washed with water and brine, dried (Na2SO4) and concentrated. The crude product is dissolved in AcOEt, SiO2 is then added and the solvent evaporate off In vacuo. The resulting powder is put on top of a chromatography column (SiO2; AcOEt/hexane 9:1) and the title compound eluted ...